Dataset: the Open Reaction Database (ORD), a public repository of structured organic reaction records. Task: describe an organic reaction: reactants, conditions, products, and yield Starting materials: O=C([O-])[O-], Clc1nccc(OCc2ccccc2)n1, CN(C)C=O, Cn1c(C(F)(F)F)cc(=O)n(-c2cc(O)c(Cl)cc2F)c1=O, [K+], [K+], O. The product is Cn1c(C(F)(F)F)cc(=O)n(-c2cc(Oc3nccc(OCc4ccccc4)n3)c(Cl)cc2F)c1=O. Reaction SMILES: [C:38](=[O:39])([O-:40])[O-:41].[CH2:23]([c:24]1[cH:25][cH:26][cH:27][cH:28][cH:29]1)[O:30][c:31]1[n:32][c:33]([Cl:37])[n:34][cH:35][cH:36]1.[CH3:45][N:46]([CH3:47])[CH:48]=[O:49].[Cl:1][c:2]1[c:3]([OH:22])[cH:4][c:5](-[n:9]2[c:10](=[O:21])[n:11]([CH3:20])[c:12]([C:16]([F:17])([F:18])[F:19])[cH:13][c:14]2=[O:15])[c:6]([F:8])[cH:7]1.[K+:42].[K+:43].[OH2:44]>>[Cl:1][c:2]1[c:3]([O:22][c:33]2[n:32][c:31]([O:30][CH2:23][c:24]3[cH:25][cH:26][cH:27][cH:28][cH:29]3)[cH:36][cH:35][n:34]2)[cH:4][c:5](-[n:9]2[c:10](=[O:21])[n:11]([CH3:20])[c:12]([C:16]([F:17])([F:18])[F:19])[cH:13][c:14]2=[O:15])[c:6]([F:8])[cH:7]1. The reactants are C(C)OCC (diethyl ether), C(C)(=O)OC(C)=O (Acetic anhydride), N1(N=NC2=C1C=CC=C2)CC2=NC1=C(N2CCC(=N)NO)C=CC=C1 (N-[3-(2-Benzotriazol-1-ylmethyl-benzimidazol-1-yl)-1-imino-propyl)-hydroxyamine). The reagents and catalysts are [Pd] (Pd/C). Solvent: C(C)(=O)O (acetic acid). Conditions: time 7.5 minute. The product is C(C)(=O)O.C(C)(=O)O.N1(N=NC2=C1C=CC=C2)CC2=NC1=C(N2CCC(=N)N)C=CC=C1 (3-(2-Benzotriazol-1-ylmethyl-benzimidazol-1-yl)-1-imino-propyl-amine Diacetate). Yield: 64.0%. RXN SMILES: [N:1]1([CH2:10][C:11]2[N:15]([CH2:16][CH2:17][C:18]([NH:20]O)=[NH:19])[C:14]3[CH:22]=[CH:23][CH:24]=[CH:25][C:13]=3[N:12]=2)[C:5]2[CH:6]=[CH:7][CH:8]=[CH:9][C:4]=2[N:3]=[N:2]1.[C:26]([O:29]C(=O)C)(=[O:28])[CH3:27].C(OCC)C>C(O)(=O)C.[Pd]>[C:26]([OH:29])(=[O:28])[CH3:27].[C:26]([OH:29])(=[O:28])[CH3:27].[N:1]1([CH2:10][C:11]2[N:15]([CH2:16][CH2:17][C:18]([NH2:20])=[NH:19])[C:14]3[CH:22]=[CH:23][CH:24]=[CH:25][C:13]=3[N:12]=2)[C:5]2[CH:6]=[CH:7][CH:8]=[CH:9][C:4]=2[N:3]=[N:2]1 |f:5.6.7|. Reported procedure: N-[3-(2-Benzotriazol-1-ylmethyl-benzimidazol-1-yl)-1-imino-propyl)-hydroxyamine (57 mg, 0.17 mmol) was dissolved in acetic acid (1 mL). Acetic anhydride was added and the solution was stirred at room temperature for 5-10 minutes. The solution was then added to 10% Pd/C (15 mg) in a Parr reaction vessel. The mixture was agitated under H2 (at 55 psi) for 4 hours. The catalyst was removed by filtration. Evaporation of the filtrate gave a yellow gum which was azeotroped with hexane several times. Tr...